From a dataset of the Open Reaction Database (ORD), a public repository of structured organic reaction records. describe an organic reaction: reactants, conditions, products, and yield The reactants are FC1=C(C=CC(=C1F)OCCCCC(C(C(C(F)(F)F)(F)F)(F)F)(F)F)C1=CC=C(C=C1)C(=O)O (2′,3′-difluoro-4′-(5,5,6,6,7,7,8,8,8-nonafluoro-octyloxy)-biphenyl-4-carboxylic acid), FC([C@@H](CCCCCC)OC(C1=CC=C(C=C1)O)=O)(F)F (4-Hydroxy Benzoic Acid (R)-1-Trifluoromethyl-heptyl Ester), CN(C)C1=NC=CC=C1 (DMAP). Isolated yield 65.0%. Yields the product FC([C@@H](CCCCCC)OC(=O)C1=CC=C(C=C1)OC(=O)C1=CC=C(C=C1)C1=C(C(=C(C=C1)OCCCCC(C(C(C(F)(F)F)(F)F)(F)F)(F)F)F)F)(F)F (2′,3′-difluoro-4′-(5,5,6,6,7,7,8,8,8-nonafluoro-octyloxy)-biphenyl-4-carboxylic acid 4-[(R)-1-trifluoromethyl-heptyloxycarbonyl]-phenyl ester). Solvent: C1CCOC1 (THF), C(C)(C)N=C=NC(C)C (DIC). Procedure details: To a solution of 2′,3′-difluoro-4′-(5,5,6,6,7,7,8,8,8-nonafluoro-octyloxy)-biphenyl-4-carboxylic acid (14 A) (1 equi.), (4-hydroxy benzoic acid (R)-1-trifluoromethyl-heptyl ester (7) (1 equi.), and DMAP (dimethylaminopyridine) (0.1 equi.) in THF (25 mL/mmole), DIC (diisopropyl carbodiimide) (1.2 equi.) was added at room temperature. The reaction mixture was stirred at that temperature for 24 h, quenched with water, extracted with ethyl acetate:hexane(1:1), washed with brine, dried over MgSO4, an... RXN SMILES: [F:1][C:2]1[C:7]([F:8])=[C:6]([O:9][CH2:10][CH2:11][CH2:12][CH2:13][C:14]([F:26])([F:25])[C:15]([F:24])([F:23])[C:16]([F:22])([F:21])[C:17]([F:20])([F:19])[F:18])[CH:5]=[CH:4][C:3]=1[C:27]1[CH:32]=[CH:31][C:30]([C:33]([OH:35])=[O:34])=[CH:29][CH:28]=1.[F:36][C:37]([F:56])([F:55])[C@H:38]([O:45][C:46](=[O:54])[C:47]1[CH:52]=[CH:51][C:50](O)=[CH:49][CH:48]=1)[CH2:39][CH2:40][CH2:41][CH2:42][CH2:43][CH3:44].CN(C1C=CC=CN=1)C>C1COCC1.C(N=C=NC(C)C)(C)C>[F:36][C:37]([F:55])([F:56])[C@H:38]([O:45][C:46]([C:47]1[CH:48]=[CH:49][C:50]([O:34][C:33]([C:30]2[CH:31]=[CH:32][C:27]([C:3]3[CH:4]=[CH:5][C:6]([O:9][CH2:10][CH2:11][CH2:12][CH2:13][C:14]([F:25])([F:26])[C:15]([F:23])([F:24])[C:16]([F:21])([F:22])[C:17]([F:20])([F:18])[F:19])=[C:7]([F:8])[C:2]=3[F:1])=[CH:28][CH:29]=2)=[O:35])=[CH:51][CH:52]=1)=[O:54])[CH2:39][CH2:40][CH2:41][CH2:42][CH2:43][CH3:44]. Conditions: time 24 hour. The reactants are BrC=1C=C(C=C(C1)OCC1=CC=C(C=C1)OC)NC=1C=NC=CC1 ([3-bromo-5-(4-methoxy-benzyloxy)-phenyl]-pyridin-3-yl-amine), B(C1=CC2=C(C=C1)OCO2)(O)O (3,4-(Methylenedioxy)phenylboronic acid), C(C)(C)(C)P(C1=C(C=CC=C1)C1=CC=CC=C1)C(C)(C)C (2-(di-t-butylphosphino)biphenyl), C([O-])([O-])=O.[Cs+].[Cs+] (cesium carbonate). The reagents and catalysts are C=1C=CC(=CC1)/C=C/C(=O)/C=C/C2=CC=CC=C2.C=1C=CC(=CC1)/C=C/C(=O)/C=C/C2=CC=CC=C2.C=1C=CC(=CC1)/C=C/C(=O)/C=C/C2=CC=CC=C2.[Pd].[Pd] (tris(dibenzylideneacetone)dipalladium). The solvent is O1CCOCC1 (dioxane). Conditions: temperature 110 celsius. Product: O1COC2=C1C=CC(=C2)C=2C=C(C=C(C2)OCC2=CC=C(C=C2)OC)NC=2C=NC=CC2 ([3-benzo[1,3]dioxol-5-yl-5-(4-methoxy-benzyloxy)-phenyl]-pyridin-3-yl-amine). As a reaction SMILES: Br[C:2]1[CH:3]=[C:4]([NH:18][C:19]2[CH:20]=[N:21][CH:22]=[CH:23][CH:24]=2)[CH:5]=[C:6]([O:8][CH2:9][C:10]2[CH:15]=[CH:14][C:13]([O:16][CH3:17])=[CH:12][CH:11]=2)[CH:7]=1.B(O)(O)[C:26]1[CH:31]=[CH:30][C:29]2[O:32][CH2:33][O:34][C:28]=2[CH:27]=1.C(P(C(C)(C)C)C1C=CC=CC=1C1C=CC=CC=1)(C)(C)C.C(=O)([O-])[O-].[Cs+].[Cs+]>C1C=CC(/C=C/C(/C=C/C2C=CC=CC=2)=O)=CC=1.C1C=CC(/C=C/C(/C=C/C2C=CC=CC=2)=O)=CC=1.C1C=CC(/C=C/C(/C=C/C2C=CC=CC=2)=O)=CC=1.[Pd].[Pd].O1CCOCC1>[O:32]1[C:29]2[CH:30]=[CH:31][C:26]([C:2]3[CH:3]=[C:4]([NH:18][C:19]4[CH:20]=[N:21][CH:22]=[CH:23][CH:24]=4)[CH:5]=[C:6]([O:8][CH2:9][C:10]4[CH:15]=[CH:14][C:13]([O:16][CH3:17])=[CH:12][CH:11]=4)[CH:7]=3)=[CH:27][C:28]=2[O:34][CH2:33]1 |f:3.4.5,6.7.8.9.10|. Procedure details: [3-bromo-5-(4-methoxy-benzyloxy)-phenyl]-pyridin-3-yl-amine (MW=385.26, 193 mg, 0.5 mmol) was placed into a 10 mL microwave reaction tube and placed under a nitrogen atmosphere. 3,4-(Methylenedioxy)phenylboronic acid (MW=165.94, 124 mg, 0.75 mmol), 2-(di-t-butylphosphino)biphenyl (FW 298.41, 15 mg, 0.05 mmol), tris(dibenzylideneacetone)dipalladium (FW 915.75, 13 mg, 0.025 mmol), cesium carbonate (FW 325.82, 326 mg, 1 mmol) and dry dioxane (3 mL) were added to the tube. After flushing with nitrog... The reactants are F[C@@H](C)[C@@H]1N(C(OC1)=O)CC1=CC=C(C=C1)OC ((R)-4-((S)-1-fluoroethyl)-3-(4-methoxybenzyl)oxazolidin-2-one). Run in C(=O)(C(F)(F)F)O (TFA). Yields the product F[C@@H](C)[C@@H]1NC(OC1)=O ((R)-4-((S)-1-fluoroethyl)-oxazolidin-2-one). The yield is 87.6%. As a reaction SMILES: [F:1][C@H:2]([C@H:4]1[CH2:8][O:7][C:6](=[O:9])[N:5]1CC1C=CC(OC)=CC=1)[CH3:3]>C(O)(C(F)(F)F)=O>[F:1][C@H:2]([C@H:4]1[CH2:8][O:7][C:6](=[O:9])[NH:5]1)[CH3:3]. Procedure: A solution of (R)-4-((S)-1-fluoroethyl)-3-(4-methoxybenzyl)oxazolidin-2-one (1.98 g 7.8 mmol) in 40 mL TFA was heated at 65° C. for 16 h. The reaction mixture was concentrated to remove TFA. Flash column chromatography (EtOAc/CH2Cl2, 0 to 100%) gave 0.91 g (R)-4-((S)-1-fluoroethyl)-oxazolidin-2-one as a pale brown solid. TLC (1:2 heptane:EtOAc) Rf=0.25. 1H NMR (400 MHz, CDCl3) δ 5.60 (br s, 1H), 4.72-4.54 (m, 1H), 4.51 (td, J=8.9, 0.9 Hz, 1H), 4.32 (dd, J=9.2, 4.8 Hz, 1H), 4.02-3.88 (m, 1H), 1.3... Reactants: O=C(NC(=S)NC1(c2cc(Br)ccc2F)COCC1CO)c1ccccc1, CC(C)(C)OC(=O)N=NC(=O)OC(C)(C)C, C1CCOC1, c1ccc(P(c2ccccc2)c2ccccc2)cc1. Product: O=C(NC1=NC2(c3cc(Br)ccc3F)COCC2CS1)c1ccccc1. Reaction SMILES: [Br:1][c:2]1[cH:3][cH:4][c:5]([F:27])[c:6]([C:8]2([NH:15][C:16](=[S:17])[NH:18][C:19]([c:20]3[cH:21][cH:22][cH:23][cH:24][cH:25]3)=[O:26])[CH2:9][O:10][CH2:11][CH:12]2[CH2:13][OH:14])[cH:7]1.[N:47]([C:48]([O:49][C:50]([CH3:51])([CH3:52])[CH3:53])=[O:54])=[N:55][C:56]([O:57][C:58]([CH3:59])([CH3:60])[CH3:61])=[O:62].[O:63]1[CH2:64][CH2:65][CH2:66][CH2:67]1.[c:28]1([P:29]([c:30]2[cH:31][cH:32][cH:33][cH:34][cH:35]2)[c:36]2[cH:37][cH:38][cH:39][cH:40][cH:41]2)[cH:42][cH:43][cH:44][cH:45][cH:46]1>>[Br:1][c:2]1[cH:3][cH:4][c:5]([F:27])[c:6]([C:8]23[CH2:9][O:10][CH2:11][CH:12]2[CH2:13][S:17][C:16]([NH:18][C:19]([c:20]2[cH:21][cH:22][cH:23][cH:24][cH:25]2)=[O:26])=[N:15]3)[cH:7]1. Product: CCCCCc1c(C(C)C)nc(C(C)C)c(CO)c1-c1ccc(C(C)C)cc1. As a reaction SMILES: [C:35]([O:36][CH2:37][CH3:38])(=[O:39])[CH3:40].[CH3:29][CH2:30][CH2:31][CH2:32][CH2:33][CH3:34].[CH:1]([CH3:2])([CH3:3])[c:4]1[n:5][c:6]([CH:26]([CH3:27])[CH3:28])[c:7]([CH:21]=[CH:22][CH2:23][CH2:24][CH3:25])[c:8](-[c:12]2[cH:13][cH:14][c:15]([CH:18]([CH3:19])[CH3:20])[cH:16][cH:17]2)[c:9]1[CH2:10][OH:11]>>[CH:1]([CH3:2])([CH3:3])[c:4]1[n:5][c:6]([CH:26]([CH3:27])[CH3:28])[c:7]([CH2:21][CH2:22][CH2:23][CH2:24][CH3:25])[c:8](-[c:12]2[cH:13][cH:14][c:15]([CH:18]([CH3:19])[CH3:20])[cH:16][cH:17]2)[c:9]1[CH2:10][OH:11]. Starting materials: CCOC(C)=O, CCCCCC, CCCC=Cc1c(C(C)C)nc(C(C)C)c(CO)c1-c1ccc(C(C)C)cc1. The reactants are P(=O)(Cl)(Cl)Cl (Phosphorus oxychloride), [OH-].[Na+] (sodium hydroxide), C1=CC=CC=2SC3=CC=CC=C3NC12 (phenothiazine), N1C(CCC1)=O (2-pyrrolidinone). Solvent: ClCCCl (1,2-dichloroethane), ClCCCl (1,2-dichloroethane). Run at time 4 hour. Yields the product N1=C(CCC1)N1C(=CCC1)N1C2=CC=CC=C2SC=2C=CC=CC12 (10-[1-(1-PYRROLIN-2-YL)-2-PYRROLIN-2-YL]PHENOTHIAZINE). The yield is 17.0%. As a reaction SMILES: P(Cl)(Cl)(Cl)=O.[CH:6]1[C:19]2[NH:18][C:17]3[C:12](=[CH:13][CH:14]=[CH:15][CH:16]=3)[S:11][C:10]=2[CH:9]=[CH:8][CH:7]=1.[NH:20]1[CH2:24][CH2:23][CH2:22][C:21]1=O.[OH-].[Na+]>ClCCCl>[N:20]1[CH2:24][CH2:23][CH2:22][C:21]=1[N:20]1[CH2:24][CH2:23][CH:22]=[C:21]1[N:18]1[C:19]2[CH:6]=[CH:7][CH:8]=[CH:9][C:10]=2[S:11][C:12]2[C:17]1=[CH:16][CH:15]=[CH:14][CH:13]=2 |f:3.4|. Procedure: Phosphorus oxychloride (38.3 g., 0.25 mole) in 50 ml. of 1,2-dichloroethane is added in one portion to a stirred mixture of phenothiazine (49.8 g., 0.25 mole) and 2-pyrrolidinone (42.6 g., 0.5 mole) in 250 ml. of 1,2-dichloroethane. The mixture is stirred for 4 hr. at room temperature, permitted to stand for a period of 15 hr. and then poured into a mixture of 200 ml. of 5N sodium hydroxide and 100 g. of crushed ice. The 1,2-dichloroethane layer is separated and the aqueous layer extracted with ... The yield is 171.1%. Run in O1CCCC1 (tetrahydrofuran), O1CCCC1 (tetrahydrofuran). Procedure details: The procedure of Example 1 was followed using tetrabutylpyrophosphate (4 mL, 10.5 mmol) in dry tetrahydrofuran (10 mL), potassium trimethylsilanolate (2.68 g, 21 mmol) in dry tetrahydrofuran (50 mL), and a 24 h reaction time. The product, potassium dibutylphosphate (4.46 g, 90% yield), was isolated as a white solid by concentrating the filtrate under vacuum: 1H NMR (D2O, DSS) δ 0.8-1.05 (dist. t, CH3, 6H), 1.18-1.8 (m, CH2, 8H), 3.74-4.0 (q, CH2, 4H). Anal. Calcd. for C8H18KO4P: C, 38.70; H, 7.3... Starting materials: C(CCC)OP(OCCCC)(=O)OP(=O)(OCCCC)OCCCC (tetrabutylpyrophosphate), C[Si]([O-])(C)C.[K+] (potassium trimethylsilanolate). As a reaction SMILES: [CH2:1]([O:5][P:6]([O:13]P(OCCCC)(OCCCC)=O)(=[O:12])[O:7][CH2:8][CH2:9][CH2:10][CH3:11])[CH2:2][CH2:3][CH3:4].C[Si](C)(C)[O-].[K+:31]>O1CCCC1>[CH2:8]([O:7][P:6]([O-:13])([O:5][CH2:1][CH2:2][CH2:3][CH3:4])=[O:12])[CH2:9][CH2:10][CH3:11].[K+:31] |f:1.2,4.5|. Yields the product C(CCC)OP(=O)(OCCCC)[O-].[K+] (potassium dibutylphosphate).